The task is: describe an organic reaction: reactants, conditions, products, and yield. This data is from the Open Reaction Database (ORD), a public repository of structured organic reaction records. The reactants are CN(C)C=O, O=C(Cl)C(=O)Cl, ClCCl, Cc1c(O)cccc1C(=O)O. Product: Cc1c(O)cccc1C(N)=O. RXN SMILES: [CH3:18][N:19]([CH3:20])[CH:21]=[O:22].[Cl:1][C:2]([C:3]([Cl:4])=[O:5])=[O:6].[Cl:23][CH2:24][Cl:25].[OH:7][c:8]1[c:9]([CH3:17])[c:10]([C:11](=[O:12])[OH:13])[cH:14][cH:15][cH:16]1>>[OH:7][c:8]1[c:9]([CH3:17])[c:10]([C:11](=[O:12])[NH2:19])[cH:14][cH:15][cH:16]1. The reactants are CC(C)(C)OC(=O)NC(COS(C)(=O)=O)CC1CCCCC1, CCOC(C)=O, [N-]=[N+]=[N-], [Na+], CN(C)C=O, O. Product: CC(C)(C)OC(=O)NC(CN=[N+]=[N-])CC1CCCCC1. Reaction SMILES: [CH3:1][S:2]([O:3][CH2:6][CH:7]([CH2:8][CH:9]1[CH2:10][CH2:11][CH2:12][CH2:13][CH2:14]1)[NH:15][C:16](=[O:17])[O:18][C:19]([CH3:20])([CH3:21])[CH3:22])(=[O:4])=[O:5].[CH3:32][CH2:33][O:34][C:35]([CH3:36])=[O:37].[N-:23]=[N+:24]=[N-:25].[Na+:26].[O:27]=[CH:28][N:29]([CH3:30])[CH3:31].[OH2:38]>>[CH2:6]([CH:7]([CH2:8][CH:9]1[CH2:10][CH2:11][CH2:12][CH2:13][CH2:14]1)[NH:15][C:16](=[O:17])[O:18][C:19]([CH3:20])([CH3:21])[CH3:22])[N:23]=[N+:24]=[N-:25]. Starting materials: FC1=CC=C(C(NCC(=O)O)=O)C=C1 (4-fluoro-hippuric acid), FC1=CC=C(C=C1)C(C1=CC(=CC=C1)C(F)(F)F)N (rac-C-(4-fluoro-phenyl)-C-(3-trifluoromethyl-phenyl)-methylamine). Yields the product FC1=CC=C(C(=O)NCC(NC(C2=CC(=CC=C2)C(F)(F)F)C2=CC=C(C=C2)F)=O)C=C1 (rac-4-Fluoro-N-({[(4-fluoro-phenyl)-(3-trifluoromethyl-phenyl)-methyl]-carbamoyl}-methyl)-benzamide). Reaction SMILES: [F:1][C:2]1[CH:14]=[CH:13][C:5]([C:6](=[O:12])[NH:7][CH2:8][C:9]([OH:11])=O)=[CH:4][CH:3]=1.[F:15][C:16]1[CH:21]=[CH:20][C:19]([CH:22]([NH2:33])[C:23]2[CH:28]=[CH:27][CH:26]=[C:25]([C:29]([F:32])([F:31])[F:30])[CH:24]=2)=[CH:18][CH:17]=1>>[F:1][C:2]1[CH:3]=[CH:4][C:5]([C:6]([NH:7][CH2:8][C:9](=[O:11])[NH:33][CH:22]([C:19]2[CH:18]=[CH:17][C:16]([F:15])=[CH:21][CH:20]=2)[C:23]2[CH:28]=[CH:27][CH:26]=[C:25]([C:29]([F:30])([F:31])[F:32])[CH:24]=2)=[O:12])=[CH:13][CH:14]=1. Reported procedure: Prepared in analogy to example 1.1 from 4-fluoro-hippuric acid (CA [366-79-0]) and rac-C-(4-fluoro-phenyl)-C-(3-trifluoromethyl-phenyl)-methylamine (example 4.5).